Dataset: the Open Reaction Database (ORD), a public repository of structured organic reaction records. Task: describe an organic reaction: reactants, conditions, products, and yield Reaction SMILES: [C:1](#[N:4])[CH:2]=[CH2:3].[CH3:5][N:6]([CH3:14])[C:7]1[CH:8]=[C:9]([OH:13])[CH:10]=[CH:11][CH:12]=1.[Na]>C(O)(=O)C>[CH3:5][N:6]([CH3:14])[C:7]1[CH:8]=[C:9]([CH:10]=[CH:11][CH:12]=1)[O:13][CH2:3][CH2:2][C:1]#[N:4] |^1:14|. Yield: 80.0%. Procedure details: A 407 g (7.68 moles) portion of acrylonitrile and 500 g (3.65 moles) of m-dimethylaminophenol were placed in a 3-l, 3-necked flask equipped with a stirrer and reflux condenser with a drying tube. The solution was treated with 4 g (0.17 mole) of metallic sodium, over 0.7 hr., with an observed temperature rise from 10° to 24°. The reaction mixture was heated to reflux over 0.8 hr., refluxed for 22 hrs., cooled, treated with 11 ml of glacial acetic acid and the excess acrylonitrile removed under re... The product is CN(C=1C=C(OCCC#N)C=CC1)C (3-(m-Dimethylaminophenoxy)propionitrile). The solvent is C(C)(=O)O (acetic acid). The reactants are C(C=C)#N (acrylonitrile), [Na] (sodium), CN(C=1C=C(C=CC1)O)C (m-dimethylaminophenol), 3-l. The product is O=c1n(-c2cc(OCCCl)c(Cl)cc2Cl)nc2n1CCCC2. Reactants: O=C([O-])[O-], CC#N, O=c1n(-c2cc(O)c(Cl)cc2Cl)nc2n1CCCC2, ClCCBr, [K+], [K+], O. RXN SMILES: [C:24](=[O:25])([O-:26])[O-:27].[CH3:30][C:31]#[N:32].[Cl:1][c:2]1[c:3](-[n:10]2[n:11][c:12]3[n:13]([c:18]2=[O:19])[CH2:14][CH2:15][CH2:16][CH2:17]3)[cH:4][c:5]([OH:9])[c:6]([Cl:8])[cH:7]1.[Cl:20][CH2:21][CH2:22][Br:23].[K+:28].[K+:29].[OH2:33]>>[Cl:1][c:2]1[c:3](-[n:10]2[n:11][c:12]3[n:13]([c:18]2=[O:19])[CH2:14][CH2:15][CH2:16][CH2:17]3)[cH:4][c:5]([O:9][CH2:22][CH2:21][Cl:20])[c:6]([Cl:8])[cH:7]1. RXN SMILES: [C:24]([O:25][CH2:26][CH3:27])([O:28][CH2:30][CH3:31])=[O:29].[CH3:15][C:16]([c:17]1[cH:18][cH:19][cH:20][cH:21][cH:22]1)=[O:23].[CH3:32][CH2:33][CH2:34][CH2:35][CH2:36][CH3:37].[F:3][c:4]1[cH:5][c:6]([C:10]([CH3:11])=[O:12])[cH:7][cH:8][cH:9]1.[H-:1].[H:13][H:14].[Na+:2]>>[F:3][c:4]1[cH:5][c:6]([C:10]([CH2:11][C:24]([O:25][CH2:26][CH3:27])=[O:28])=[O:12])[cH:7][cH:8][cH:9]1. Reactants: CCOC(=O)OCC, CC(=O)c1ccccc1, CCCCCC, CC(=O)c1cccc(F)c1, [H-], [H][H], [Na+]. The product is CCOC(=O)CC(=O)c1cccc(F)c1. Procedure: To a mixture of 1,4 butanesultam (prepared as in White et al, J. Org Chem. 1987, 52: 2162) (1.00 g, 7.40 mmol), 5-bromo-N-(4-fluorobenzyl)-8-hydroxy-1,6-naphthyridine-7-carboxamide (3.06 g, 8.14 mmol), and Cu2O (1.06 g, 7.40 mmol) under an atmosphere of argon was added pyridine (50 mL), and the suspension was stirred at reflux for 16 hr. The reaction was allowed to cool to room temperature and filtered to remove the solids. The solids were washed with chloroform (500 mL). The resulting filtrate ... Reaction conditions: time 16 hour. As a reaction SMILES: [CH2:1]1[CH2:8][NH:7][S:4](=[O:6])(=[O:5])[CH2:3][CH2:2]1.Br[C:10]1[N:19]=[C:18]([C:20]([NH:22][CH2:23][C:24]2[CH:29]=[CH:28][C:27]([F:30])=[CH:26][CH:25]=2)=[O:21])[C:17]([OH:31])=[C:16]2[C:11]=1[CH:12]=[CH:13][CH:14]=[N:15]2>N1C=CC=CC=1>[O:5]=[S:4]1(=[O:6])[CH2:3][CH2:2][CH2:1][CH2:8][N:7]1[C:10]1[N:19]=[C:18]([C:20]([NH:22][CH2:23][C:24]2[CH:29]=[CH:28][C:27]([F:30])=[CH:26][CH:25]=2)=[O:21])[C:17]([OH:31])=[C:16]2[C:11]=1[CH:12]=[CH:13][CH:14]=[N:15]2. The product is O=S1(N(CCCC1)C1=C2C=CC=NC2=C(C(=N1)C(=O)NCC1=CC=C(C=C1)F)O)=O (5-(1,1-dioxido-1,2-thiazinan-2-yl)-N-(4-fluorobenzyl)-8-hydroxy-1,6-naphthyridine-7-carboxamide). Starting materials: C1CCS(=O)(=O)NC1 (1,4 butanesultam), BrC1=C2C=CC=NC2=C(C(=N1)C(=O)NCC1=CC=C(C=C1)F)O (5-bromo-N-(4-fluorobenzyl)-8-hydroxy-1,6-naphthyridine-7-carboxamide), Cu2O. Solvent: N1=CC=CC=C1 (pyridine).